Dataset: the Open Reaction Database (ORD), a public repository of structured organic reaction records. Task: describe an organic reaction: reactants, conditions, products, and yield The reactants are [Si](C)(C)(C(C)(C)C)O[C@@H]([C@H](C(=O)NNC(C1=CC=C(C=C1)C#N)=O)NC1=C(C(=C(C=C1)C#N)C(F)(F)F)C)C (N′-((2R,3R)-3-(tert-butyldimethylsilyloxy)-2-(4-cyano-2-methyl-3-(trifluoromethyl)phenylamino)butanoyl)-4-cyanobenzohydrazide), PPh3 I2 TEA, C1(=CC=CC=C1)P(C1=CC=CC=C1)C1=CC=CC=C1 (Triphenylphosphine), II (I2), TEA. Run in C(Cl)Cl (DCM), C(Cl)Cl (DCM). The product is [Si](C)(C)(C(C)(C)C)O[C@@H]([C@H](C=1OC(=NN1)C1=CC=C(C=C1)C#N)NC1=C(C(=C(C#N)C=C1)C(F)(F)F)C)C (4-((1R,2R)-2-(tert-Butyldimethylsilyloxy)-1-(5-(4-cyanophenyl)-1,3,4-oxadiazol-2-yl)propylamino)-3-methyl-2-(trifluoromethyl)benzonitrile). The yield is 83.6%. As a reaction SMILES: C1(P(C2C=CC=CC=2)C2C=CC=CC=2)C=CC=CC=1.II.[Si:22]([O:29][C@H:30]([CH3:60])[C@@H:31]([NH:46][C:47]1[CH:52]=[CH:51][C:50]([C:53]#[N:54])=[C:49]([C:55]([F:58])([F:57])[F:56])[C:48]=1[CH3:59])[C:32]([NH:34][NH:35][C:36](=O)[C:37]1[CH:42]=[CH:41][C:40]([C:43]#[N:44])=[CH:39][CH:38]=1)=[O:33])([C:25]([CH3:28])([CH3:27])[CH3:26])([CH3:24])[CH3:23]>C(Cl)Cl>[Si:22]([O:29][C@H:30]([CH3:60])[C@@H:31]([NH:46][C:47]1[CH:52]=[CH:51][C:50]([C:53]#[N:54])=[C:49]([C:55]([F:58])([F:56])[F:57])[C:48]=1[CH3:59])[C:32]1[O:33][C:36]([C:37]2[CH:42]=[CH:41][C:40]([C:43]#[N:44])=[CH:39][CH:38]=2)=[N:35][N:34]=1)([C:25]([CH3:26])([CH3:28])[CH3:27])([CH3:23])[CH3:24]. Procedure details: Triphenylphosphine (590 mg, 2.25 mmol) was dissolved in 25 mL of DCM followed by addition of I2 (571 mg, 2.25 mmol) and TEA (456 mg, 4.50 mmol) at 0° C. N′-((2R,3R)-3-(tert-butyldimethylsilyloxy)-2-(4-cyano-2-methyl-3-(trifluoromethyl)phenylamino)butanoyl)-4-cyanobenzohydrazide (630 mg, 1.13 mind) in 25 mL DCM was added to the pre-cooled solution mixture of PPh3/I2/TEA system and stirred. The temperature was allowed to rise to room temperature and stirred for additional 10 min. The reaction was ... Product: ClC1=CC=C(C=C1)N=C1SC2=C(C(N1C)=O)C=CC=N2 (2-[(4-chlorophenyl)imino]-2,3-dihydro-3-methyl-4H-pyrido[3,2-e]-1,3-thiazin-4-one). Procedure details: The reaction procedure of Example 11 was followed except that 900 mg (3.11 mmol) of 2-(4-chloroanilino)-4H-pyrido[3,2-e]-1,3-thiazin-4-one, 25 mg of lithium hydride and 440 mg of methyl iodide were used. The resulting residue was then purified through silica gel column chromatography (eluant: chloroform) to obtain 554 mg of 2-[(4-chlorophenyl)imino]-2,3-dihydro-3-methyl-4H-pyrido[3,2-e]-1,3-thiazin-4-one (59%, recrystallized from a mixture of ether and hexane). The yield is 58.8%. The reactants are ClC1=CC=C(NC=2SC3=C(C(N2)=O)C=CC=N3)C=C1 (2-(4-chloroanilino)-4H-pyrido[3,2-e]-1,3-thiazin-4-one), [H-].[Li+] (lithium hydride), CI (methyl iodide). Reaction SMILES: [Cl:1][C:2]1[CH:19]=[CH:18][C:5]([NH:6][C:7]2[S:8][C:9]3[N:17]=[CH:16][CH:15]=[CH:14][C:10]=3[C:11](=[O:13])[N:12]=2)=[CH:4][CH:3]=1.[H-].[Li+].[CH3:22]I>>[Cl:1][C:2]1[CH:19]=[CH:18][C:5]([N:6]=[C:7]2[N:12]([CH3:22])[C:11](=[O:13])[C:10]3[CH:14]=[CH:15][CH:16]=[N:17][C:9]=3[S:8]2)=[CH:4][CH:3]=1 |f:1.2|. Starting materials: O=C(C1=CC=C(Cl)C=C1)N(C(C)C)C(C)C. Reagents/catalysts: O1B(OC(C)(C)C1(C)C)B2OC(C)(C)C(O2)(C)C, O=C1C=CC=2C=CC=C(C3=CN=C(C=C3)C=4N=CC=CC4)C2N1, [K].OC(C)(C)C, C[OH2+].C[OH2+].C1CC=CCCC=C1.C1CC=CCCC=C1.[Ir].[Ir]. Solvent: O1CCCC1. Run at temperature 80 celsius, time 12 hour. Yields the product O=C(C1=CC=C(Cl)C(=C1)B2OC(C)(C)C(O2)(C)C)N(C(C)C)C(C)C. The yield is 83.0%. Reported procedure: In an argon filled glove box, a 5.0 mL wheaton microreactor was charged with [Ir(cod)(OMe)]2 (1.98 mg, 1.5 mol%), L1 ligand (2.1 mg, 3.5 mol%), B2pin2 (50.8 mg, 1.0 equiv.), KOtBu (1.0mg, 4.5 mol%) and dry THF (1.0 mL). The reaction mixture was stirred for 2 minutes at room temperature. To this mixture, 4-chloro-N,N-diisopropylbenzamide (47.9 mg, 0.2 mmol) was added. The microreactor was capped with a teflon pressure cap and placed into pre-heated aluminum block at 80 oC. The reaction mixture wa... Product: CCCCOc1cc(OP(=S)(OC)OC)c(C#N)s1. Starting materials: CCCCOc1cc(O)c(C#N)s1, O=C([O-])[O-], CC#N, [K+], [K+], COP(=S)(Cl)OC. As a reaction SMILES: [C:14](#[N:15])[c:16]1[s:17][c:18]([O:22][CH2:23][CH2:24][CH2:25][CH3:26])[cH:19][c:20]1[OH:21].[C:1](=[O:2])([O-:3])[O-:4].[CH3:27][C:28]#[N:29].[K+:5].[K+:6].[P:7](=[S:8])([O:9][CH3:10])([O:11][CH3:12])[Cl:13]>>[P:7](=[S:8])([O:9][CH3:10])([O:11][CH3:12])[O:21][c:20]1[c:16]([C:14]#[N:15])[s:17][c:18]([O:22][CH2:23][CH2:24][CH2:25][CH3:26])[cH:19]1. The reactants are [OH-].[Na+] (sodium hydroxide), C1=NC(=CC2=CC=CC=C12)C=O (isoquinoline-3-aldehyde), C(#N)[BH3-].[Na+] (sodium cyanoborohydride), C(CC)N(C1=CC=C(C=C1)NC(C1=CC=C(C=C1)CNCC=1NC=CN1)=O)CCC (N-(4-dipropylamino-phenyl)-4-{[(1H-imidazol-2-ylmethyl)amino]methyl}-benzamide). Run in CO (methanol), C(C)(=O)O (acetic acid). Conditions: time 14 hour. The product is C(CC)N(CCC)CC1=CC=C(C=C1)NC(C1=CC=C(C=C1)CN(CC=1N=CC2=CC=CC=C2C1)CC=1NC=CN1)=O (N-(4-dipropylaminomethylphenyl)-4-{[(1H-imidazol-2-ylmethyl)-(isoquinolin-3-ylmethyl)-amino]-methyl}-benzamide). RXN SMILES: C(N(CCC)[C:5]1[CH:10]=[CH:9][C:8]([NH:11][C:12](=[O:27])[C:13]2[CH:18]=[CH:17][C:16]([CH2:19][NH:20][CH2:21][C:22]3[NH:23][CH:24]=[CH:25][N:26]=3)=[CH:15][CH:14]=2)=[CH:7][CH:6]=1)CC.[CH:31]1[C:40]2[C:35](=[CH:36][CH:37]=[CH:38][CH:39]=2)[CH:34]=[C:33]([CH:41]=O)[N:32]=1.[C:43]([BH3-])#[N:44].[Na+].[OH-].[Na+]>CO.C(O)(=O)C>[CH2:6]([N:44]([CH2:43][C:5]1[CH:6]=[CH:7][C:8]([NH:11][C:12](=[O:27])[C:13]2[CH:14]=[CH:15][C:16]([CH2:19][N:20]([CH2:21][C:22]3[NH:26][CH:25]=[CH:24][N:23]=3)[CH2:41][C:33]3[N:32]=[CH:31][C:40]4[C:35]([CH:34]=3)=[CH:36][CH:37]=[CH:38][CH:39]=4)=[CH:17][CH:18]=2)=[CH:9][CH:10]=1)[CH2:7][CH2:8][CH3:9])[CH2:5][CH3:10] |f:2.3,4.5|. Procedure: The compound (53.9 mg) obtained in Example 47-3 was dissolved in methanol (2.0 ml) and then added with the compound (20.2 mg) obtained in Example 47-1 and sodium cyanoborohydride (12.8 mg). Then, the solution was adjusted to pH 5 with acetic acid and then stirred at room temperature for 14 hours. After completion of the reaction, a 1 mol/l sodium hydroxide aqueous solution was added to the reaction solution, followed by separation/extraction with chloroform. The organic layer was dried with anhy...